Dataset: the Open Reaction Database (ORD), a public repository of structured organic reaction records. Task: describe an organic reaction: reactants, conditions, products, and yield Reactants: [N+](=O)([O-])C=1C=C(C(=NC1)O)C(F)(F)F (5-nitro-3-(trifluoromethyl)pyridin-2-ol), O=S(Cl)Cl (SOCl2). The reagents and catalysts are CN(C)C=O (DMF). Reaction conditions: temperature 80 celsius, time 8 hour. Product: ClC1=NC=C(C=C1C(F)(F)F)[N+](=O)[O-] (2-chloro-5-nitro-3-(trifluoromethyl)pyridine). Isolated yield 80.3%. As a reaction SMILES: [N+:1]([C:4]1[CH:5]=[C:6]([C:11]([F:14])([F:13])[F:12])[C:7](O)=[N:8][CH:9]=1)([O-:3])=[O:2].O=S(Cl)[Cl:17]>CN(C=O)C>[Cl:17][C:7]1[C:6]([C:11]([F:14])([F:13])[F:12])=[CH:5][C:4]([N+:1]([O-:3])=[O:2])=[CH:9][N:8]=1. Reported procedure: To a solution of 5-nitro-3-(trifluoromethyl)pyridin-2-ol (9 g, 43.2 mmol) in SOCl2 (30 mL, 411 mmol) was added a catalytic amount of DMF (0.033 ml, 0.432 mmol). The mixture was stirred at 80° C. overnight. After LCMS analysis showed the starting material was consumed, the solvent was removed in vacuo. The residue was dissolved in H2O and extracted with EA. The organic layer was washed with aqueous NaHCO3 and brine. The organic layer was dried over Na2SO4 and filtered. The filtrate was concentrat... As a reaction SMILES: [CH2:16]([Li:17])[CH2:18][CH2:19][CH3:20].[CH2:21]([c:22]1[cH:23][cH:24][cH:25][cH:26][cH:27]1)[N:28]1[C:29](=[O:30])[C:31](=[O:32])[c:33]2[cH:34][cH:35][cH:36][cH:37][c:38]21.[CH3:10][CH2:11][CH2:12][CH2:13][CH2:14][CH3:15].[CH3:1][Si:2]([CH3:3])([CH3:4])[NH:5][Si:6]([CH3:7])([CH3:8])[CH3:9].[CH3:39][CH2:40][O:41][C:42]([CH3:43])=[O:44].[O:45]1[CH2:46][CH2:47][CH2:48][CH2:49]1.[OH2:50]>>[CH2:21]([c:22]1[cH:23][cH:24][cH:25][cH:26][cH:27]1)[N:28]1[C:29](=[O:30])[C:31]([OH:32])([CH2:43][C:42]([O:41][CH2:40][CH3:39])=[O:44])[c:33]2[cH:34][cH:35][cH:36][cH:37][c:38]21. The reactants are [Li]CCCC, O=C1C(=O)N(Cc2ccccc2)c2ccccc21, CCCCCC, C[Si](C)(C)N[Si](C)(C)C, CCOC(C)=O, C1CCOC1, O. The product is CCOC(=O)CC1(O)C(=O)N(Cc2ccccc2)c2ccccc21. The reactants are COC(=O)Cl, ClCCl, CCN1CCN(c2nc(C)nc3c2nc(-c2ccccc2Cl)n3C2CNC2)CC1, c1ccncc1. The product is CCN1CCN(c2nc(C)nc3c2nc(-c2ccccc2Cl)n3C2CN(C(=O)OC)C2)CC1. RXN SMILES: [Cl:1][C:2](=[O:3])[O:4][CH3:5].[Cl:41][CH2:42][Cl:43].[NH:6]1[CH2:7][CH:8]([n:10]2[c:11]3[n:12][c:13]([CH3:34])[n:14][c:15]([N:26]4[CH2:27][CH2:28][N:29]([CH2:32][CH3:33])[CH2:30][CH2:31]4)[c:16]3[n:17][c:18]2-[c:19]2[c:20]([Cl:25])[cH:21][cH:22][cH:23][cH:24]2)[CH2:9]1.[cH:35]1[cH:36][cH:37][n:38][cH:39][cH:40]1>>[C:2](=[O:3])([O:4][CH3:5])[N:6]1[CH2:7][CH:8]([n:10]2[c:11]3[n:12][c:13]([CH3:34])[n:14][c:15]([N:26]4[CH2:27][CH2:28][N:29]([CH2:32][CH3:33])[CH2:30][CH2:31]4)[c:16]3[n:17][c:18]2-[c:19]2[c:20]([Cl:25])[cH:21][cH:22][cH:23][cH:24]2)[CH2:9]1. Starting materials: N=1C(=CN2C1C=CC=C2)C2=C1CCC(NC1=C(C=C2)OC)=O (5-(Imidazo[1,2-a]pyridine-2-yl)-8-methoxy-3,4-dihydrocarbostyril), C(#N)C1=C(C(=O)C(=C(C1=O)Cl)Cl)C#N (DDQ), O1CCOCC1 (dioxane), Cl (hydrochloric acid). The yield is 49.7%. RXN SMILES: [N:1]1[C:2]([C:10]2[CH:19]=[CH:18][C:17]([O:20][CH3:21])=[C:16]3[C:11]=2[CH2:12][CH2:13][C:14](=[O:22])[NH:15]3)=[CH:3][N:4]2[CH:9]=[CH:8][CH:7]=[CH:6][C:5]=12.C(C1C(=O)C([Cl:33])=C(Cl)C(=O)C=1C#N)#N.O1CCOCC1.Cl>CC(C)=O>[OH2:20].[ClH:33].[N:1]1[C:2]([C:10]2[CH:19]=[CH:18][C:17]([O:20][CH3:21])=[C:16]3[C:11]=2[CH:12]=[CH:13][C:14](=[O:22])[NH:15]3)=[CH:3][N:4]2[CH:9]=[CH:8][CH:7]=[CH:6][C:5]=12 |f:5.6.7|. The product is O.Cl.N=1C(=CN2C1C=CC=C2)C2=C1C=CC(NC1=C(C=C2)OC)=O (5-(imidazo[1,2-a]-pyridine-2-yl)-8-methoxycarbostyril monohydrochloride monohydrate). Solvent: CC(=O)C (acetone). Reported procedure: 5-(Imidazo[1,2-a]pyridine-2-yl)-8-methoxy-3,4-dihydrocarbostyril (1.4 g) and DDQ (3.5 g) were added to dioxane (30 ml) and the mixture was refluxed for 5 hours. The reaction mixture was concentrated under reduced pressure and the residue was extracted by the addition of chloroform and 0.5 N sodium hydroxide. The chloroform layer was washed with 0.5 N sodium hydroxide and then with water twice. After drying, chloroform was evaporated. The residue was isolated and purified through a silica gel col... RXN SMILES: Cl.[NH2:2][C:3]1[CH:8]=[CH:7][CH:6]=[CH:5][C:4]=1[C:9]1[CH:14]=[CH:13][CH:12]=[CH:11][CH:10]=1.[C:15]([N:17]1[CH2:22][CH2:21][O:20][CH2:19][CH2:18]1)#[N:16]>C1C(O)=CC=CC=1C>[C:4]1([C:9]2[CH:10]=[CH:11][CH:12]=[CH:13][CH:14]=2)[CH:5]=[CH:6][CH:7]=[CH:8][C:3]=1[NH:2][C:15]([N:17]1[CH2:22][CH2:21][O:20][CH2:19][CH2:18]1)=[NH:16] |f:0.1|. Run in C1=C(C=CC=C1O)C (m-cresol). Product: C1(=C(C=CC=C1)NC(=N)N1CCOCC1)C1=CC=CC=C1 (N-(2-biphenylyl)-4-morpholine carboxamidine). Procedure details: A mixture of 2-aminobiphenyl hydrochloride (6.17 g) and 4-cyanomorpholine (5.05 g) in m-cresol (25 ml) was heated at 90°-95° C. for 15 hours to yield N-(2-biphenylyl)-4-morpholine carboxamidine (m.p. 153°-154° C.) which was recrystallised from ethylacetate. N-(2-Biphenylyl)morpholine-4-carboxamidine (3.5 g) was dissolved in methanol (15 ml) and treated with fumaric acid (1.45 g) to give N-(2-biphenylyl)morpholine-4-carboxamidine fumarate (m.p. 222°-223° C.) which was recrystallised from a 1:1 mi... The reactants are Cl.NC1=C(C=CC=C1)C1=CC=CC=C1 (2-aminobiphenyl hydrochloride), C(#N)N1CCOCC1 (4-cyanomorpholine). Starting materials: O (water), C[Si](C1=CC=C(N)C=C1)(C=C)C (4-(dimethyl(vinyl)silyl)aniline), C(CCC)[Li] (n-butyl lithium), N1CCCCC1 (piperidine). Run in C1CCOC1 (THF), C1CCOC1 (THF). Run at temperature 50 celsius, time 30 minute. The product is C[Si](C1=CC=C(N)C=C1)(CCN1CCCCC1)C (4-(dimethyl(2-(piperidin-1-yl)ethyl)silyl)aniline). As a reaction SMILES: C([Li])CCC.[NH:6]1[CH2:11][CH2:10][CH2:9][CH2:8][CH2:7]1.[CH3:12][Si:13]([CH3:23])([CH:21]=[CH2:22])[C:14]1[CH:20]=[CH:19][C:17]([NH2:18])=[CH:16][CH:15]=1.O>C1COCC1>[CH3:12][Si:13]([CH3:23])([CH2:21][CH2:22][N:6]1[CH2:11][CH2:10][CH2:9][CH2:8][CH2:7]1)[C:14]1[CH:20]=[CH:19][C:17]([NH2:18])=[CH:16][CH:15]=1. Procedure details: At 50° C., n-butyl lithium (8 ml/L, 21 ml) was slowly added dropwise into the THF solution of piperidine (3.5 g, 41 mmol). After the solution was stirred at 50° C. for 30 minutes, compound 6c (0.6 g, 3.4 mmol) in THF was slowly added into the reaction mixture. After the reaction mixture was stirred at 50° C. for 2 hours, three times of water was added into the reaction solution, followed by extracted with ethyl acetate. The organic layer was dried and evaporated to give a crude product, which wa...